From a dataset of the Open Reaction Database (ORD), a public repository of structured organic reaction records. describe an organic reaction: reactants, conditions, products, and yield Starting materials: BrC=1C=C2C(=C(C=NC2=CC1)C(=O)C1CC1)NC=1C=NC(=NC1)N1CC(CC1)NC(OC(C)(C)C)=O (tert-butyl 1-(5-(6-bromo-3-(cyclopropanecarbonyl)quinolin-4-ylamino)pyrimidin-2-yl)pyrrolidin-3-ylcarbamate), ClC1=C(C(=CC(=C1)B1OC(C(O1)(C)C)(C)C)F)O (2-chloro-6-fluoro-4-(4,4,5,5-tetramethyl-1,3,2-dioxaborolan-2-yl)phenol). The product is NC1CN(CC1)C1=NC=C(C=N1)NC1=C(C=NC2=CC=C(C=C12)C1=CC(=C(C(=C1)F)O)Cl)C(=O)C1CC1 ((4-(2-(3-aminopyrrolidin-1-yl)pyrimidin-5-ylamino)-6-(3-chloro-5-fluoro-4-hydroxyphenyl)quinolin-3-yl)(cyclopropyl)methanone). The yield is 45.0%. As a reaction SMILES: Br[C:2]1[CH:3]=[C:4]2[C:9](=[CH:10][CH:11]=1)[N:8]=[CH:7][C:6]([C:12]([CH:14]1[CH2:16][CH2:15]1)=[O:13])=[C:5]2[NH:17][C:18]1[CH:19]=[N:20][C:21]([N:24]2[CH2:28][CH2:27][CH:26]([NH:29]C(=O)OC(C)(C)C)[CH2:25]2)=[N:22][CH:23]=1.[Cl:37][C:38]1[CH:43]=[C:42](B2OC(C)(C)C(C)(C)O2)[CH:41]=[C:40]([F:53])[C:39]=1[OH:54]>>[NH2:29][CH:26]1[CH2:27][CH2:28][N:24]([C:21]2[N:22]=[CH:23][C:18]([NH:17][C:5]3[C:4]4[C:9](=[CH:10][CH:11]=[C:2]([C:42]5[CH:41]=[C:40]([F:53])[C:39]([OH:54])=[C:38]([Cl:37])[CH:43]=5)[CH:3]=4)[N:8]=[CH:7][C:6]=3[C:12]([CH:14]3[CH2:16][CH2:15]3)=[O:13])=[CH:19][N:20]=2)[CH2:25]1. Procedure: Following general procedure D, tert-butyl 1-(5-(6-bromo-3-(cyclopropanecarbonyl)quinolin-4-ylamino)pyrimidin-2-yl)pyrrolidin-3-ylcarbamate (100 mg, 0.18 mmol) was reacted with 2-chloro-6-fluoro-4-(4,4,5,5-tetramethyl-1,3,2-dioxaborolan-2-yl)phenol (74 mg, 0.27 mmol) to obtain the protected intermediate which was subjected to general procedure A-2 to afford the desired product (42 mg, 45% over 2 steps) as a yellow-orange solid: 1H NMR (500 MHz, CD3OD+TFA-d) δ 9.35 (s, 1H), 8.48 (s, 2H), 8.25 (dd,... Starting materials: ClC=1C=C(C=CC1Cl)C1(C(NC(CC1)=O)=O)CCC(=O)O (racemic 3-(3,4-dichlorophenyl)-2,6-dioxopiperidine-3-propionic acid), N (ammonia). Solvent: aqueous solution. Run at time 2 hour. Yields the product C(N)(=O)C(CCC(=O)O)(CCC(N)=O)C1=CC(=C(C=C1)Cl)Cl (4,6-Dicarbamoyl-4-(3,4-dichlorophenyl)hexanoic acid). Reaction SMILES: [Cl:1][C:2]1[CH:3]=[C:4]([C:9]2([CH2:17][CH2:18][C:19]([OH:21])=[O:20])[CH2:14][CH2:13][C:12](=[O:15])[NH:11][C:10]2=[O:16])[CH:5]=[CH:6][C:7]=1[Cl:8].[NH3:22]>>[C:10]([C:9]([C:4]1[CH:5]=[CH:6][C:7]([Cl:8])=[C:2]([Cl:1])[CH:3]=1)([CH2:14][CH2:13][C:12](=[O:15])[NH2:11])[CH2:17][CH2:18][C:19]([OH:21])=[O:20])(=[O:16])[NH2:22]. Procedure: 3.30 g of racemic 3-(3,4-dichlorophenyl)-2,6-dioxopiperidine-3-propionic acid are placed in 20 ml of an aqueous solution of aqueous ammonia at 30% and stirred at room temperature. After 2 hours, the solution is degassed under vacuum to remove the excess aqueous ammonia and then diluted to 50 ml with water. The medium is slowly acidified to pH 2-3 with 1 N HCl. The precipitate formed is filtered, drained and then dried over KOH to give 3.13 g of the expected compound. The reactants are CO, ClCCl, Nc1cccc(C(F)(F)F)c1, Cc1cc(-n2cnc3cccnc32)ccc1CC(=O)O. The product is Cc1cc(-n2cnc3cccnc32)ccc1CC(=O)Nc1cccc(C(F)(F)F)c1. Reaction SMILES: [CH3:35][OH:36].[Cl:32][CH2:33][Cl:34].[F:21][C:22]([c:23]1[cH:24][c:25]([NH2:26])[cH:27][cH:28][cH:29]1)([F:30])[F:31].[n:1]1[cH:2][n:3](-[c:10]2[cH:11][c:12]([CH3:20])[c:13]([CH2:16][C:17](=[O:18])[OH:19])[cH:14][cH:15]2)[c:4]2[n:5][cH:6][cH:7][cH:8][c:9]12>>[n:1]1[cH:2][n:3](-[c:10]2[cH:11][c:12]([CH3:20])[c:13]([CH2:16][C:17](=[O:19])[NH:26][c:25]3[cH:24][c:23]([C:22]([F:21])([F:30])[F:31])[cH:29][cH:28][cH:27]3)[cH:14][cH:15]2)[c:4]2[n:5][cH:6][cH:7][cH:8][c:9]12. Starting materials: O (water), diperoxo-oxohexamethylphosphoramidomolybdenum (VI) pyridine, C(C)(C)NC(C)C (diisopropylamine), solution, C(CCC)[Li] (n-butyl lithium), C1OC2(CC(CC3=C(C=CC(=C23)OC)OC)C(=O)OC)OC1 (methyl 4,4-ethylenedioxy-1,2,3,4-tetrahydro-5,8-dimethoxynaphthalene-2-carboxylate). The solvent is O1CCCC1 (tetrahydrofuran), CCCCCC (hexane), O1CCCC1 (tetrahydrofuran). Run at temperature 0 celsius, time 10 minute. Yields the product C1OC2(CC(CC3=C(C=CC(=C23)OC)OC)(C(=O)OC)O)OC1 (methyl rac-4,4-ethylenedioxy-1,2,3,4-tetrahydro-2-hydroxy-5,8-dimethoxynaphthalene-2-carboxylate). Isolated yield 58.0%. RXN SMILES: C(NC(C)C)(C)C.C([Li])CCC.[CH2:13]1[CH2:34][O:33][C:15]2([C:24]3[C:19](=[C:20]([O:27][CH3:28])[CH:21]=[CH:22][C:23]=3[O:25][CH3:26])[CH2:18][CH:17]([C:29]([O:31][CH3:32])=[O:30])[CH2:16]2)[O:14]1.[OH2:35]>O1CCCC1.CCCCCC>[CH2:34]1[CH2:13][O:14][C:15]2([C:24]3[C:19](=[C:20]([O:27][CH3:28])[CH:21]=[CH:22][C:23]=3[O:25][CH3:26])[CH2:18][C:17]([OH:35])([C:29]([O:31][CH3:32])=[O:30])[CH2:16]2)[O:33]1. Procedure details: (ii)(a) To a solution of 84 ml of diisopropylamine in 250 ml of dry tetrahydrofuran at -78° C. under argon were added 39 ml of a 1.6 molar solution of n-butyl lithium in hexane. The mixture was stirred for 10 minutes and then a solution of 12.32 g of methyl 4,4-ethylenedioxy-1,2,3,4-tetrahydro-5,8-dimethoxynaphthalene-2-carboxylate in 75 ml of dry tetrahydrofuran was added rapidly. The mixture was held at -78° C. while stirring for 50 minutes and then 27.8 g of finely ground diperoxo-oxohexameth...